Dataset: the Open Reaction Database (ORD), a public repository of structured organic reaction records. Task: describe an organic reaction: reactants, conditions, products, and yield Reactants: COC1=C(OC2=C(C=C(C#N)C=C2)C(F)(F)F)C=CC(=C1)C=C1C(N=C(S1)SC)=O (4-[2-Methoxy-4-(2-methylsulfanyl-4-oxo-4H-thiazol-5-ylidenemethyl)-phenoxy]-3-trifluoromethyl-benzonitrile), N1CCOCC1 (morpholine), [Al] (aluminum). Solvent: CC#N (CH3CN). Product: COC1=C(OC2=C(C=C(C#N)C=C2)C(F)(F)F)C=CC(=C1)C=C1C(N=C(S1)N1CCOCC1)=O (4-[2-Methoxy-4-(2-morpholin-4-yl-4-oxo-4H-thiazol-5-ylidenemethyl)-phenoxy]-3-trifluoromethyl-benzonitrile). RXN SMILES: [CH3:1][O:2][C:3]1[CH:21]=[C:20]([CH:22]=[C:23]2[S:27][C:26](SC)=[N:25][C:24]2=[O:30])[CH:19]=[CH:18][C:4]=1[O:5][C:6]1[CH:13]=[CH:12][C:9]([C:10]#[N:11])=[CH:8][C:7]=1[C:14]([F:17])([F:16])[F:15].[NH:31]1[CH2:36][CH2:35][O:34][CH2:33][CH2:32]1.[Al]>CC#N>[CH3:1][O:2][C:3]1[CH:21]=[C:20]([CH:22]=[C:23]2[S:27][C:26]([N:31]3[CH2:36][CH2:35][O:34][CH2:33][CH2:32]3)=[N:25][C:24]2=[O:30])[CH:19]=[CH:18][C:4]=1[O:5][C:6]1[CH:13]=[CH:12][C:9]([C:10]#[N:11])=[CH:8][C:7]=1[C:14]([F:16])([F:17])[F:15]. Procedure details: A solution of 4-[2-Methoxy-4-(2-methylsulfanyl-4-oxo-4H-thiazol-5-ylidenemethyl)-phenoxy]-3-trifluoromethyl-benzonitrile (88 mg, 0.2 mmol) in CH3CN (1 mL) was treated with morpholine (0.4 mmol) and heated to 60° C. in an aluminum heating block for 10 h. The solvent was removed in vacuo and the crude reaction mixture was purified by silica gel chromatography (EtOAc/CH2Cl2) to afford the title compound. 1H NMR (400 Hz, CDCl3) δ 7.95 (d, 1H), 7.79 (s, 1H), 7.66 (dd, 1H), 7.19 (m, 3H), 6.76 (d, 1H),... The reactants are c1ccc2c3c([nH]c2c1)CNCC3, CN(C)C=O, ClCCl, O=C=Nc1cccc(C(F)(F)F)c1. Product: O=C(Nc1cccc(C(F)(F)F)c1)N1CCc2c([nH]c3ccccc23)C1. Reaction SMILES: [CH2:1]1[NH:2][CH2:3][CH2:4][c:5]2[c:6]3[cH:7][cH:8][cH:9][cH:10][c:11]3[nH:12][c:13]21.[CH3:27][N:28]([CH3:29])[CH:30]=[O:31].[Cl:32][CH2:33][Cl:34].[N:14](=[C:15]=[O:16])[c:17]1[cH:18][c:19]([C:23]([F:24])([F:25])[F:26])[cH:20][cH:21][cH:22]1>>[CH2:1]1[N:2]([C:15]([NH:14][c:17]2[cH:18][c:19]([C:23]([F:24])([F:25])[F:26])[cH:20][cH:21][cH:22]2)=[O:16])[CH2:3][CH2:4][c:5]2[c:6]3[cH:7][cH:8][cH:9][cH:10][c:11]3[nH:12][c:13]21. The reactants are Cc1c2n(c3ccc(OCc4ccc(OC(C)C)c(C#N)c4)cc13)CCC2CC(=O)OC(C)(C)C, CCOCC, ClCCl, O=C(O)C(F)(F)F, O. Product: Cc1c2n(c3ccc(OCc4ccc(OC(C)C)c(C#N)c4)cc13)CCC2CC(=O)O. As a reaction SMILES: [C:1](#[N:2])[c:3]1[cH:4][c:5]([CH2:6][O:7][c:8]2[cH:9][c:10]3[c:11]([CH3:28])[c:12]4[n:13]([c:14]3[cH:15][cH:16]2)[CH2:17][CH2:18][CH:19]4[CH2:20][C:21](=[O:22])[O:23][C:24]([CH3:25])([CH3:26])[CH3:27])[cH:29][cH:30][c:31]1[O:32][CH:33]([CH3:34])[CH3:35].[CH3:44][CH2:45][O:46][CH2:47][CH3:48].[Cl:49][CH2:50][Cl:51].[F:36][C:37]([F:38])([F:39])[C:40]([OH:41])=[O:42].[OH2:43]>>[C:1](#[N:2])[c:3]1[cH:4][c:5]([CH2:6][O:7][c:8]2[cH:9][c:10]3[c:11]([CH3:28])[c:12]4[n:13]([c:14]3[cH:15][cH:16]2)[CH2:17][CH2:18][CH:19]4[CH2:20][C:21](=[O:22])[OH:23])[cH:29][cH:30][c:31]1[O:32][CH:33]([CH3:34])[CH3:35]. The product is FC=1C=C(C=CC1F)[C@@H]1CC[C@H](CC1)C1OCC(CO1)CCCC (2-[trans-4-(3,4-difluorophenyl)cyclohexyl]-5-butyl-1,3-dioxane). The solvent is O (water), C1(=CC=CC=C1)C (toluene). Procedure: A mixture of 2.2 g of trans-4-(3,4-difluorophenyl)-cyclohexanecarbaldehyde (obtainable by converting the corresponding acid into the chloride and Rosenmund reduction), 1.32 g of 2-butylpropane-1,3-diol, 0.01 g of p-toluenesulfonic acid and 15 ml of toluene is boiled on a water separator for 3 hours, cooled, washed with water and evaporated, to give 2-[trans-4-(3,4-difluorophenyl)cyclohexyl]-5-butyl-1,3-dioxane. Reaction SMILES: [F:1][C:2]1[CH:3]=[C:4]([C@H:9]2[CH2:14][CH2:13][C@H:12]([CH:15]=[O:16])[CH2:11][CH2:10]2)[CH:5]=[CH:6][C:7]=1[F:8].[Cl-].[CH2:18]([CH:22]([CH2:25]O)[CH2:23][OH:24])[CH2:19][CH2:20][CH3:21].C1(C)C=CC(S(O)(=O)=O)=CC=1>O.C1(C)C=CC=CC=1>[F:1][C:2]1[CH:3]=[C:4]([C@H:9]2[CH2:10][CH2:11][C@H:12]([CH:15]3[O:24][CH2:23][CH:22]([CH2:18][CH2:19][CH2:20][CH3:21])[CH2:25][O:16]3)[CH2:13][CH2:14]2)[CH:5]=[CH:6][C:7]=1[F:8]. Reactants: FC=1C=C(C=CC1F)[C@@H]1CC[C@H](CC1)C=O (trans-4-(3,4-difluorophenyl)-cyclohexanecarbaldehyde), C1(=CC=C(C=C1)S(=O)(=O)O)C (p-toluenesulfonic acid), [Cl-] (chloride), C(CCC)C(CO)CO (2-butylpropane-1,3-diol). The reactants are NC1=CC2=CC=CC=C2C=C1 (2-aminonaphthalene), C(C(=O)C)(=O)OC (methyl pyruvate). Solvent: EtOAc hexanes. The product is COC([C@@H](NC1=CC2=CC=CC=C2C=C1)C)=O (N-(2-naphthyl)alanine methyl ester). As a reaction SMILES: [NH2:1][C:2]1[CH:11]=[CH:10][C:9]2[C:4](=[CH:5][CH:6]=[CH:7][CH:8]=2)[CH:3]=1.[C:12]([O:17][CH3:18])(=[O:16])[C:13]([CH3:15])=O>>[CH3:18][O:17][C:12](=[O:16])[C@H:13]([CH3:15])[NH:1][C:2]1[CH:11]=[CH:10][C:9]2[C:4](=[CH:5][CH:6]=[CH:7][CH:8]=2)[CH:3]=1. Procedure: Following reductive amination General Procedure AA above and using 2-aminonaphthalene (Aldrich) and methyl pyruvate (Aldrich), the title compound was prepared. The reaction was monitored by silica gel tlc (Rf=0.50 in 25% EtOAc/hexanes). Purification was by flash chromatography with silica gel using 25% EtOAc/hexanes as the eluant. Starting materials: ClC1=CC=C(CNCCO)C=C1 (N-(4-chlorobenzyl)-N-(2-hydroxyethyl)amine), O=S(Cl)Cl (SOCl2). The product is [Cl-].ClC1=CC=C(C[NH2+]CCCl)C=C1 (N-(4-chlorobenzyl)-N-(2-chloroethyl)ammonium chloride). RXN SMILES: [Cl:1][C:2]1[CH:12]=[CH:11][C:5]([CH2:6][NH:7][CH2:8][CH2:9]O)=[CH:4][CH:3]=1.O=S(Cl)[Cl:15]>>[Cl-:1].[Cl:1][C:2]1[CH:12]=[CH:11][C:5]([CH2:6][NH2+:7][CH2:8][CH2:9][Cl:15])=[CH:4][CH:3]=1 |f:2.3|. Procedure: 2-Hydroxyethylamine was reacted with 4-chlorobenzyl bromide according to Method B2a to give N-(4-chlorobenzyl)-N-(2-hydroxyethyl)amine. The alcohol was reacted with SOCl2 according to Method B7c to give N-(4-chlorobenzyl)-N-(2-chloroethyl)ammonium chloride. The chloroethylamine was reacted with 4-cyano-2-ethylphenyl isothiocyanate to give 2-(4-cyano-2-ethylphenylimino)-3-(4-chlorobenzyl)-1,3-thiazolidine.